This data is from the Open Reaction Database (ORD), a public repository of structured organic reaction records. The task is: describe an organic reaction: reactants, conditions, products, and yield Starting materials: 4- and 5-trifluoromethyl-imidazolyl, FC(C=1N=CNC1)(F)F (4-trifluoromethylimidazole), S(C)(=O)(=O)O.ClC1=C(C=CC(=C1)Cl)C1(OC1)CN1N=CN=C1 (2-(2,4-dichlorophenyl)-2-(1,2,4-triazol-1-ylmethyl)-oxirane mesylate salt), C([O-])([O-])=O.[K+].[K+] (potassium carbonate). Run in CN(C=O)C (N,N-dimethylformamide). Yields the product ClC1=C(C=CC(=C1)Cl)C(CN1N=CN=C1)(CN1C=NC=C1C(F)(F)F)O (2-(2,4-Dichlorophenyl)-1-(1,2,4-triazol-1-yl)-3-(5-trifluoromethylimidazol-1-yl)-propan-2-ol). Yield: 1.0%. As a reaction SMILES: [F:1][C:2]([F:9])([F:8])[C:3]1[N:4]=[CH:5][NH:6][CH:7]=1.S(O)(=O)(=O)C.[Cl:15][C:16]1[CH:21]=[C:20]([Cl:22])[CH:19]=[CH:18][C:17]=1[C:23]1([CH2:26][N:27]2[CH:31]=[N:30][CH:29]=[N:28]2)[CH2:25][O:24]1.C(=O)([O-])[O-].[K+].[K+]>CN(C)C=O>[Cl:15][C:16]1[CH:21]=[C:20]([Cl:22])[CH:19]=[CH:18][C:17]=1[C:23]([OH:24])([CH2:25][N:4]1[C:3]([C:2]([F:9])([F:8])[F:1])=[CH:7][N:6]=[CH:5]1)[CH2:26][N:27]1[CH:31]=[N:30][CH:29]=[N:28]1 |f:1.2,3.4.5|. Procedure details: A mixture of 4-trifluoromethylimidazole (0.7 g, 5 mmole), 2-(2,4-dichlorophenyl)-2-(1,2,4-triazol-1-ylmethyl)-oxirane mesylate salt (1.88 g, 5 mmole) and anhydrous potassium carbonate (2.0 g, 14 mmole) in dry N,N-dimethylformamide (20 ml) was heated at 75°-80° C. for 18 hours. The solvent was evaporated under vacuum and the residue was partitioned between water (20 ml) and methylene chloride (50 ml). The aqueous layer was separated and extracted twice with methylene chloride (30 ml). The organic... Starting materials: CCOC(=O)C (EtOAc), [H-].[Na+] (NaH), NC=1N=C(C(=NC1Br)C=1C=CC(N(C1)C(C)C)=O)C1=CC=CC=C1 (5-(5-amino-6-bromo-3-phenyl-2-pyrazinyl)-1-isopropyl-2(1H)-pyridone), C1(=CC=CC=C1)S (thiophenol). Run in O (water), CN1CCCC1=O (NMP). Conditions: temperature 25 celsius, time 10 minute. Product: NC=1N=C(C(=NC1SC1=CC=CC=C1)C=1C=CC(N(C1)C(C)C)=O)C1=CC=CC=C1 (5-[5-amino-3-phenyl-6-(phenylthio)-2-pyrazinyl]-1-isopropyl-2(1H)-pyridone). Yield: 86.4%. RXN SMILES: [H-].[Na+].[C:3]1([SH:9])[CH:8]=[CH:7][CH:6]=[CH:5][CH:4]=1.[NH2:10][C:11]1[N:12]=[C:13]([C:28]2[CH:33]=[CH:32][CH:31]=[CH:30][CH:29]=2)[C:14]([C:18]2[CH:19]=[CH:20][C:21](=[O:27])[N:22]([CH:24]([CH3:26])[CH3:25])[CH:23]=2)=[N:15][C:16]=1Br.CCOC(C)=O>CN1C(=O)CCC1.O>[NH2:10][C:11]1[N:12]=[C:13]([C:28]2[CH:29]=[CH:30][CH:31]=[CH:32][CH:33]=2)[C:14]([C:18]2[CH:19]=[CH:20][C:21](=[O:27])[N:22]([CH:24]([CH3:26])[CH3:25])[CH:23]=2)=[N:15][C:16]=1[S:9][C:3]1[CH:8]=[CH:7][CH:6]=[CH:5][CH:4]=1 |f:0.1|. Procedure: To a suspension of 60% NaH (52 mg) in NMP (1.0 ml), was added thiophenol (143 mg) under ice-bath cooling. After 10 minute stirring, 5-(5-amino-6-bromo-3-phenyl-2-pyrazinyl)-1-isopropyl-2(1H)-pyridone (100 mg) was added to the mixture at the same temperature. The mixture was stirred at the same temperature for 10 minutes and then allowed to warm to 25° C. After 2 hours stirring, the mixture was heated at 100° C. for 1 hour. After cooling, EtOAc and water were poured into the mixture, and the orga... Starting materials: C(=O)(OC)C1=CC=C(C=C1)C(CCC(=O)C1=CC=2C(CCC(C2C=C1)(C)C)(C)C)=O (1-(4-carbomethoxyphenyl)-4-(5,6,7,8-tetrahydro-5,5,8,8-tetramethyl-2-naphthalenyl)-butane-1,4-dion), [Cl-].C[NH3+] (methylammonium chloride). Product: C(=O)(OC)C1=CC=C(C=C1)C=1N(C(=CC1)C1=CC=2C(CCC(C2C=C1)(C)C)(C)C)C (2-(4-Carbomethoxyphenyl)-1-methyl-5-(5,6,7,8-tetrahydro-5,5,8,8-tetramethyl-2-naphthalenyl)-pyrrole). The yield is 68.5%. As a reaction SMILES: [C:1]([C:5]1[CH:10]=[CH:9][C:8]([C:11](=O)[CH2:12][CH2:13][C:14]([C:16]2[CH:25]=[CH:24][C:23]3[C:22]([CH3:27])([CH3:26])[CH2:21][CH2:20][C:19]([CH3:29])([CH3:28])[C:18]=3[CH:17]=2)=O)=[CH:7][CH:6]=1)([O:3][CH3:4])=[O:2].[Cl-].[CH3:32][NH3+:33]>>[C:1]([C:5]1[CH:10]=[CH:9][C:8]([C:11]2[N:33]([CH3:32])[C:14]([C:16]3[CH:25]=[CH:24][C:23]4[C:22]([CH3:27])([CH3:26])[CH2:21][CH2:20][C:19]([CH3:29])([CH3:28])[C:18]=4[CH:17]=3)=[CH:13][CH:12]=2)=[CH:7][CH:6]=1)([O:3][CH3:4])=[O:2] |f:1.2|. Procedure: 8.0 g (20 millimoles) of 1-(4-carbomethoxyphenyl)-4-(5,6,7,8-tetrahydro-5,5,8,8-tetramethyl-2-naphthalenyl)-butane-1,4-dion (for preparation see Example 9) and 6.7 g (0.1 mole) of methylammonium chloride were converted similarly to Example 10 and the product was recrystallized from methanol to give 5.5 g of the title compound of melting point 104°-105° C.